Dataset: the Open Reaction Database (ORD), a public repository of structured organic reaction records. Task: describe an organic reaction: reactants, conditions, products, and yield The reactants are OCCN1CC2(C3(CC3)C1)OCCO2 (10-(2-hydroxyethyl)-5,8-Dioxa-10-azadispiro[2.0.4.3]undecane), Cl (HCl). The solvent is CC(=O)C (acetone). The product is OCCN1CC2(CC2)C(C1)=O (5-(2-hydroxyethyl)-5-azaspiro[2.4]heptan-7-one). Reaction SMILES: [OH:1][CH2:2][CH2:3][N:4]1[CH2:10][C:7]2([CH2:9][CH2:8]2)[C:6]2(OCC[O:11]2)[CH2:5]1.Cl>CC(C)=O>[OH:1][CH2:2][CH2:3][N:4]1[CH2:5][C:6](=[O:11])[C:7]2([CH2:8][CH2:9]2)[CH2:10]1. Procedure: The above product from Example 1 (100 mg) was mixed with 1N HCl (4 ml) and acetone (20 ml). The reaction was refluxed overnight and evaporated. The solution was basified with 2N NaOH and extracted with EtOAc. The combined organic layer was washed with H2O followed by brine, dried over Na2SO4 and evaporated. The residue was purified by column chromatography to give title compound. Mass: (M+1), 156 Reactants: NC=1N=NC(=CC1C1=CC=CC=C1)C1=CC=CC=C1 (3-amino-4,6-diphenylpyridazine), BrCCCC#N (4-bromobutyronitrile). The solvent is CN(C=O)C (dimethylformamide). Run at temperature 60 celsius. The product is [Br-].NC=1N([NH2+]C(=CC1C1=CC=CC=C1)C1=CC=CC=C1)CCCC#N (3-Amino-2-(3-cyanopropyl)-4,6-diphenylpyridazinium bromide). RXN SMILES: [NH2:1][C:2]1[N:3]=[N:4][C:5]([C:14]2[CH:19]=[CH:18][CH:17]=[CH:16][CH:15]=2)=[CH:6][C:7]=1[C:8]1[CH:13]=[CH:12][CH:11]=[CH:10][CH:9]=1.[Br:20][CH2:21][CH2:22][CH2:23][C:24]#[N:25]>CN(C)C=O>[Br-:20].[NH2:1][C:2]1[N:3]([CH2:21][CH2:22][CH2:23][C:24]#[N:25])[NH2+:4][C:5]([C:14]2[CH:15]=[CH:16][CH:17]=[CH:18][CH:19]=2)=[CH:6][C:7]=1[C:8]1[CH:13]=[CH:12][CH:11]=[CH:10][CH:9]=1 |f:3.4|. Reported procedure: 2.47 g of 3-amino-4,6-diphenylpyridazine are dissolved in 5 ml of dimethylformamide, and 1.63 g of 4-bromobutyronitrile are added. The mixture is heated at 60° C. for 2 hours and left to cool. The crystals formed are filtered off and recrystallised from isopropanol. Melting point=202°-204° C. Starting materials: C1(=CC=CC=C1)C1NC(OC12CCC2)=O (8-phenyl-5-oxa-7-azaspiro[3.4]octan-6-one), IC1=CC=C(C(=O)NC=2C=CC=C3C=CC=NC23)C=C1 (4-iodo-N-(quinolin-8-yl)benzamide), C(=O)([O-])[O-].[Cs+].[Cs+] (Cs2CO3), CC(C)C1=CC(=C(C(=C1)C(C)C)C2=C(C=CC=C2)P(C3CCCCC3)C4CCCCC4)C(C)C (X-Phos). Reagents/catalysts: C=1C=CC(=CC1)/C=C/C(=O)/C=C/C2=CC=CC=C2.C=1C=CC(=CC1)/C=C/C(=O)/C=C/C2=CC=CC=C2.C=1C=CC(=CC1)/C=C/C(=O)/C=C/C2=CC=CC=C2.[Pd].[Pd] (Pd2(dba)3). Run in O1CCOCC1 (1,4-dioxane). Conditions: temperature 90 celsius. The product is O=C1OC2(CCC2)C(N1C1=CC=C(C(=O)NC=2C=CC=C3C=CC=NC23)C=C1)C1=CC=CC=C1 (4-(6-oxo-8-phenyl-5-oxa-7-azaspiro[3.4]octan-7-yl)-N-(quinolin-8-yl)benzamide). The yield is 9.9%. RXN SMILES: [C:1]1([CH:7]2[C:11]3([CH2:14][CH2:13][CH2:12]3)[O:10][C:9](=[O:15])[NH:8]2)[CH:6]=[CH:5][CH:4]=[CH:3][CH:2]=1.I[C:17]1[CH:35]=[CH:34][C:20]([C:21]([NH:23][C:24]2[CH:25]=[CH:26][CH:27]=[C:28]3[C:33]=2[N:32]=[CH:31][CH:30]=[CH:29]3)=[O:22])=[CH:19][CH:18]=1.C([O-])([O-])=O.[Cs+].[Cs+].CC(C1C=C(C(C)C)C(C2C=CC=CC=2P(C2CCCCC2)C2CCCCC2)=C(C(C)C)C=1)C>O1CCOCC1.C1C=CC(/C=C/C(/C=C/C2C=CC=CC=2)=O)=CC=1.C1C=CC(/C=C/C(/C=C/C2C=CC=CC=2)=O)=CC=1.C1C=CC(/C=C/C(/C=C/C2C=CC=CC=2)=O)=CC=1.[Pd].[Pd]>[O:15]=[C:9]1[N:8]([C:17]2[CH:35]=[CH:34][C:20]([C:21]([NH:23][C:24]3[CH:25]=[CH:26][CH:27]=[C:28]4[C:33]=3[N:32]=[CH:31][CH:30]=[CH:29]4)=[O:22])=[CH:19][CH:18]=2)[CH:7]([C:1]2[CH:2]=[CH:3][CH:4]=[CH:5][CH:6]=2)[C:11]2([CH2:14][CH2:13][CH2:12]2)[O:10]1 |f:2.3.4,7.8.9.10.11|. Procedure details: A mixture of 8-phenyl-5-oxa-7-azaspiro[3.4]octan-6-one (0.3 g, 1.57 mmol), 4-iodo-N-(quinolin-8-yl)benzamide, (0.650 g, 1.73 mmol), Cs2CO3 (1.125 g, 3.47 mmol), X-Phos (40 mg, 0.07 mmol) and Pd2(dba)3 (73 mg, 0.07 mmol) in 1,4-dioxane (2 mL) in a 50 mL round bottom flask was purged with N2 gas for 15 minutes. The reaction mixture was then heated at 90° C. for 12 hours. After completion of reaction (monitored by TLC, TLC eluent: 30% EtOAc in hexane), the reaction mixture was cooled, and 1,4-dioxa...